This data is from the Open Reaction Database (ORD), a public repository of structured organic reaction records. The task is: describe an organic reaction: reactants, conditions, products, and yield Procedure details: Starting from N-[(1S*,3S*,4S*)-4-amino-3-fluorocyclohexyl]-4-[2-(cyclopropylmethoxy)-5-(difluoromethyl)phenyl]-6-methyl-5H-pyrrolo[3,2-d]pyrimidine-7-carboxamide hydrochloride (example D.f62) and commercially available propionyl chloride the title compound is obtained as colorless solid. Starting materials: Cl.N[C@@H]1[C@H](C[C@H](CC1)NC(=O)C1=C(NC2=C1N=CN=C2C2=C(C=CC(=C2)C(F)F)OCC2CC2)C)F (N-[(1S*,3S*,4S*)-4-amino-3-fluorocyclohexyl]-4-[2-(cyclopropylmethoxy)-5-(difluoromethyl)phenyl]-6-methyl-5H-pyrrolo[3,2-d]pyrimidine-7-carboxamide hydrochloride), C(CC)(=O)Cl (propionyl chloride). The product is C1(CC1)COC1=C(C=C(C=C1)C(F)F)C=1C2=C(N=CN1)C(=C(N2)C)C(=O)N[C@@H]2C[C@@H]([C@H](CC2)NC(CC)=O)F (4-[2-(Cyclopropylmethoxy)-5-(difluoromethyl)phenyl]-N-[(1S*,3S*,4S*)-3-fluoro-4-(propanoylamino)cyclohexyl]-6-methyl-5H-pyrrolo[3,2-d]pyrimidine-7-carboxamide). As a reaction SMILES: Cl.[NH2:2][C@H:3]1[CH2:8][CH2:7][C@H:6]([NH:9][C:10]([C:12]2[C:16]3[N:17]=[CH:18][N:19]=[C:20]([C:21]4[CH:26]=[C:25]([CH:27]([F:29])[F:28])[CH:24]=[CH:23][C:22]=4[O:30][CH2:31][CH:32]4[CH2:34][CH2:33]4)[C:15]=3[NH:14][C:13]=2[CH3:35])=[O:11])[CH2:5][C@@H:4]1[F:36].[C:37](Cl)(=[O:40])[CH2:38][CH3:39]>>[CH:32]1([CH2:31][O:30][C:22]2[CH:23]=[CH:24][C:25]([CH:27]([F:29])[F:28])=[CH:26][C:21]=2[C:20]2[C:15]3[NH:14][C:13]([CH3:35])=[C:12]([C:10]([NH:9][C@H:6]4[CH2:7][CH2:8][C@H:3]([NH:2][C:37](=[O:40])[CH2:38][CH3:39])[C@@H:4]([F:36])[CH2:5]4)=[O:11])[C:16]=3[N:17]=[CH:18][N:19]=2)[CH2:33][CH2:34]1 |f:0.1|.